Dataset: the Open Reaction Database (ORD), a public repository of structured organic reaction records. Task: describe an organic reaction: reactants, conditions, products, and yield Starting materials: O1C(=CC=C1)C=1OC(=C(N1)COC1=CC(=C(C=O)C=C1)OC)C (4-{[2-(2-furyl)-5-methyl-1,3-oxazol-4-yl]methoxy}-2-methoxybenzaldehyde), O (water), C(C)O (ethanol), [BH4-].[Na+] (sodium borohydride). Solvent: O1CCCC1 (tetrahydrofuran). Conditions: time 1 hour. Yields the product O1C(=CC=C1)C=1OC(=C(N1)COC1=CC(=C(C=C1)CO)OC)C ((4-{[2-(2-furyl)-5-methyl-1,3-oxazol-4-yl]methoxy}-2-methoxyphenyl)methanol). The yield is 96.4%. Reaction SMILES: [O:1]1[CH:5]=[CH:4][CH:3]=[C:2]1[C:6]1[O:7][C:8]([CH3:23])=[C:9]([CH2:11][O:12][C:13]2[CH:20]=[CH:19][C:16]([CH:17]=[O:18])=[C:15]([O:21][CH3:22])[CH:14]=2)[N:10]=1.C(O)C.[BH4-].[Na+].O>O1CCCC1>[O:1]1[CH:5]=[CH:4][CH:3]=[C:2]1[C:6]1[O:7][C:8]([CH3:23])=[C:9]([CH2:11][O:12][C:13]2[CH:20]=[CH:19][C:16]([CH2:17][OH:18])=[C:15]([O:21][CH3:22])[CH:14]=2)[N:10]=1 |f:2.3|. Reported procedure: To a solution of 4-{[2-(2-furyl)-5-methyl-1,3-oxazol-4-yl]methoxy}-2-methoxybenzaldehyde (3.00 g) in tetrahydrofuran (30 mL)-ethanol (10 mL) was gradually added sodium borohydride (0.36 g) at 0° C. After stirring at room temperature for 1 hr., water was added to the reaction mixture and the precipitated crystals were collected by filtration to give (4-{[2-(2-furyl)-5-methyl-1,3-oxazol-4-yl]methoxy}-2-methoxyphenyl)methanol as colorless crystals (2.91 g, yield 96%). Recrystallization from ethyl a... Reactants: C(C=C(C)C)OC1=CC=C(C(=O)O)C=C1 (4-prenyloxybenzoic acid), NCC1N(CCC1)CC (2-aminomethyl-1-ethylpyrrolidine). Product: C(C)N1C(CCC1)CNC(C1=CC=C(C=C1)OCC=C(C)C)=O (1-ethyl-2-(4-prenyloxybenzoylaminomethyl)pyrrolidine). The yield is 46.0%. Reaction SMILES: [CH2:1]([O:6][C:7]1[CH:15]=[CH:14][C:10]([C:11]([OH:13])=O)=[CH:9][CH:8]=1)[CH:2]=[C:3]([CH3:5])[CH3:4].[NH2:16][CH2:17][CH:18]1[CH2:22][CH2:21][CH2:20][N:19]1[CH2:23][CH3:24]>>[CH2:23]([N:19]1[CH2:20][CH2:21][CH2:22][CH:18]1[CH2:17][NH:16][C:11](=[O:13])[C:10]1[CH:9]=[CH:8][C:7]([O:6][CH2:1][CH:2]=[C:3]([CH3:4])[CH3:5])=[CH:15][CH:14]=1)[CH3:24]. Procedure: In a manner identical to Example 15, 4-prenyloxybenzoic acid (1.44 g) was subjected to a condensation reaction with 2-aminomethyl-1-ethylpyrrolidine (1.0 ml), thereby yielding 1.02 g (46%) of the aimed compound. The reactants are NCCC1=C(C=CC=C1)CO (1-Amino-2-(2-hydroxymethylphenyl)ethane), C1(CCC1)C(=O)Cl (cyclobutanecarbonyl chloride), C1(=CC=CC=C1)C1=NCCC2=C(C=CC=C12)Cl (1-Phenyl-5-chloro-3,4-dihydroisoquinoline). The product is C1(CCC1)C(=O)NCCC1=C(C=CC=C1)CO (1-cyclobutylcarbonylamino-2-(2-hydroxymethylphenyl)ethane). RXN SMILES: [NH2:1][CH2:2][CH2:3][C:4]1[CH:9]=[CH:8][CH:7]=[CH:6][C:5]=1[CH2:10][OH:11].[CH:12]1([C:16](Cl)=[O:17])[CH2:15][CH2:14][CH2:13]1.C1(C2C3C(=C(Cl)C=CC=3)CCN=2)C=CC=CC=1>>[CH:12]1([C:16]([NH:1][CH2:2][CH2:3][C:4]2[CH:9]=[CH:8][CH:7]=[CH:6][C:5]=2[CH2:10][OH:11])=[O:17])[CH2:15][CH2:14][CH2:13]1. Reported procedure: 1-Amino-2-(2-hydroxymethylphenyl)ethane and cyclobutanecarbonyl chloride were successively reacted in the same way as in steps (b) and (c) of Example 12 to afford 1-cyclobutylcarbonylamino-2-(2-hydroxymethylphenyl)ethane as in oil. The product was successively reacted in the same way as in steps (d), (e), (f) and (g) of Example 12 to afford 1-cyclobutylisoquinoline-5-acetonitrile. The product was treated in the same way as in Example 3 to afford 1-cyclobutylisoquinoline-5-acetic acid having a de... Reactants: [H-].[Na+] (sodium hydride), C1(=CC=CC=C1)COC=1C(=CC2=CC=CC=C2C1)OCCO (2-[3-(phenylmethoxy)-2-naphthalenyloxy]ethanol), COC(C(C1=CC=C(C=C1)O)=O)=O (4-hydroxy-alpha-oxobenzeneacetic acid methyl ester), S(C)(=O)(=O)[O-] (mesylate). Reagents/catalysts: C(C)(=O)O (acetic acid). Run in CN(C=O)C (dimethylformamide). Reaction conditions: temperature 60 celsius, time 15 minute. The product is COC(C(C1=CC=C(C=C1)OCCOC1=CC2=CC=CC=C2C=C1OCC1=CC=CC=C1)=O)=O (ALPHA-OXO-4-[[2-[3-(PHENYLMETHOXY)-2-NAPHTHALENYLOXY]ETHYL]OXY]BENZENEACETIC ACID METHYL ESTER). Reaction SMILES: [CH3:1][O:2][C:3](=[O:13])[C:4](=[O:12])[C:5]1[CH:10]=[CH:9][C:8]([OH:11])=[CH:7][CH:6]=1.[H-].[Na+].S([O-])(=O)(=O)C.[C:21]1([CH2:27][O:28][C:29]2[C:30]([O:39][CH2:40][CH2:41]O)=[CH:31][C:32]3[C:37]([CH:38]=2)=[CH:36][CH:35]=[CH:34][CH:33]=3)[CH:26]=[CH:25][CH:24]=[CH:23][CH:22]=1>CN(C)C=O.C(O)(=O)C>[CH3:1][O:2][C:3](=[O:13])[C:4](=[O:12])[C:5]1[CH:10]=[CH:9][C:8]([O:11][CH2:41][CH2:40][O:39][C:30]2[C:29]([O:28][CH2:27][C:21]3[CH:26]=[CH:25][CH:24]=[CH:23][CH:22]=3)=[CH:38][C:37]3[C:32](=[CH:33][CH:34]=[CH:35][CH:36]=3)[CH:31]=2)=[CH:7][CH:6]=1 |f:1.2|. Procedure details: A stirred mixture of 4-hydroxy-alpha-oxobenzeneacetic acid methyl ester (2.29 g) in dimethylformamide (30 mL) under argon was treated with 55% sodium hydride (0.552 g), stirred for 15 minutes and treated with the mesylate (4.3 g) prepared from 2-[3-(phenylmethoxy)-2-naphthalenyloxy]ethanol. The mixture was heated under argon at 60° C. overnight. The cooled mixture was treated with glacial acetic acid (2 drops) and the volatiles were removed under vacuum. The residue was mixed with water and extr... The reactants are C(C)(C)(C)OC(=O)N1CCC(CC1)NC(C1=CC(=CC=C1)OC(C)(C)C(=O)OCC)=O (4-[3-(1-ethoxycarbonyl-1-methyl-ethoxy)-benzoylamino]-piperidine-1-carboxylic acid tert-butyl ester), C(=O)(C(F)(F)F)O (TFA). The solvent is C(Cl)Cl (MeCl2). Conditions: time 5 hour. The product is C(C)OC(C(C)(OC1=CC(=CC=C1)C(NC1CCNCC1)=O)C)=O (2-Methyl-2-[3-(piperidin-4-ylcarbamoyl)-phenoxy]-propionic acid ethyl ester). Yield: 71.8%. Reaction SMILES: C(OC([N:8]1[CH2:13][CH2:12][CH:11]([NH:14][C:15](=[O:31])[C:16]2[CH:21]=[CH:20][CH:19]=[C:18]([O:22][C:23]([C:26]([O:28][CH2:29][CH3:30])=[O:27])([CH3:25])[CH3:24])[CH:17]=2)[CH2:10][CH2:9]1)=O)(C)(C)C.C(O)(C(F)(F)F)=O>C(Cl)Cl>[CH2:29]([O:28][C:26](=[O:27])[C:23]([CH3:25])([O:22][C:18]1[CH:19]=[CH:20][CH:21]=[C:16]([C:15](=[O:31])[NH:14][CH:11]2[CH2:10][CH2:9][NH:8][CH2:13][CH2:12]2)[CH:17]=1)[CH3:24])[CH3:30]. Procedure details: 2.08 g (5.0 mmol) of 4-[3-(1-ethoxycarbonyl-1-methyl-ethoxy)-benzoylamino]-piperidine-1-carboxylic acid tert-butyl ester was dissolved under argon in 80 mL of MeCl2; to the stirred solution, 3.66 mL (5.46 g=10 eq.) of TFA was added drop by drop and stirring continued at rt for 5 h. Then, the reaction mixture was evaporated i.V., the residue was dissolved in MeCl2 and water, the pH was adjusted to ˜10 with sodium carbonate solution and the mixture was extracted twice with MeCl2; the organic phase...